Task: describe an organic reaction: reactants, conditions, products, and yield. Dataset: the Open Reaction Database (ORD), a public repository of structured organic reaction records The reactants are C(C1=CC=CC=C1)N1C(N(C(C(=C1C1=CC=C(C=C1)Cl)C1=CC=C(C=C1)Cl)=O)CC1=CC=CC=C1)=O (1,3-dibenzyl-5,6-bis(4-chlorophenyl)pyrimidine-2,4(1H,3H)-dione), [Al+3].[Cl-].[Cl-].[Cl-] (AlCl3), ice. Run in C1(=CC=CC=C1)C (toluene). Run at time 2 hour. Yields the product ClC1=CC=C(C=C1)C=1C(NC(NC1C1=CC=C(C=C1)Cl)=O)=O (5,6-bis(4-chlorophenyl)pyrimidine-2,4(1H,3H)-dione). The yield is 90.0%. Reaction SMILES: C([N:8]1[C:13]([C:14]2[CH:19]=[CH:18][C:17]([Cl:20])=[CH:16][CH:15]=2)=[C:12]([C:21]2[CH:26]=[CH:25][C:24]([Cl:27])=[CH:23][CH:22]=2)[C:11](=[O:28])[N:10](CC2C=CC=CC=2)[C:9]1=[O:36])C1C=CC=CC=1.[Al+3].[Cl-].[Cl-].[Cl-]>C1(C)C=CC=CC=1>[Cl:27][C:24]1[CH:23]=[CH:22][C:21]([C:12]2[C:11](=[O:28])[NH:10][C:9](=[O:36])[NH:8][C:13]=2[C:14]2[CH:19]=[CH:18][C:17]([Cl:20])=[CH:16][CH:15]=2)=[CH:26][CH:25]=1 |f:1.2.3.4|. Reported procedure: To a solution of 1,3-dibenzyl-5,6-bis(4-chlorophenyl)pyrimidine-2,4(1H,3H)-dione (7.2 g, 14.0 mmol) in toluene (70 mL) was added AlCl3 (4.7 g, 35.2 mmol) under argon. The reaction mixture was stirred in an oil bath preheated at 85° C. for 2 h. The reaction mixture was cooled to room temperature and then poured onto crushed ice (100 g). The precipitate formed was collected by filtration, washed with water (30 mL×2) then ether (40 mL), and dried in a vacuum oven at 40° C. to obtain 4.2 g of the ti... The reactants are NC[C@H](CC1=CC=C(C=C1)C=1N=C2N(C=CC=C2C)C1)NC(C1=CC(=C(C=C1)OC(C)C)Cl)=O (N-((1S)-2-amino-1-{[4-(8-methylimidazo[1,2-a]pyridin-2-yl)phenyl]methyl}ethyl)-3-chloro-4-[(1-methylethyl)oxy]benzamide), CC(N)(C)C(=O)O (2-methylalanine). Product: ClC=1C=C(C(=O)N[C@H](CNC(C(N)(C)C)=O)CC2=CC=C(C=C2)C=2N=C3N(C=CC=C3C)C2)C=CC1OC(C)C (3-Chloro-N-((1S)-2-[(2-methylalanyl)amino]-1-{[4-(8-methylimidazo[1,2-a]pyridin-2-yl)phenyl]methyl}ethyl)-4-[(1-methylethyl)oxy]benzamide). As a reaction SMILES: [NH2:1][CH2:2][C@@H:3]([NH:21][C:22](=[O:34])[C:23]1[CH:28]=[CH:27][C:26]([O:29][CH:30]([CH3:32])[CH3:31])=[C:25]([Cl:33])[CH:24]=1)[CH2:4][C:5]1[CH:10]=[CH:9][C:8]([C:11]2[N:12]=[C:13]3[C:18]([CH3:19])=[CH:17][CH:16]=[CH:15][N:14]3[CH:20]=2)=[CH:7][CH:6]=1.[CH3:35][C:36]([C:39](O)=[O:40])([CH3:38])[NH2:37]>>[Cl:33][C:25]1[CH:24]=[C:23]([CH:28]=[CH:27][C:26]=1[O:29][CH:30]([CH3:32])[CH3:31])[C:22]([NH:21][C@@H:3]([CH2:4][C:5]1[CH:10]=[CH:9][C:8]([C:11]2[N:12]=[C:13]3[C:18]([CH3:19])=[CH:17][CH:16]=[CH:15][N:14]3[CH:20]=2)=[CH:7][CH:6]=1)[CH2:2][NH:1][C:39](=[O:40])[C:36]([CH3:38])([CH3:35])[NH2:37])=[O:34]. Procedure: Following the procedure described above with N-((1S)-2-amino-1-{[4-(8-methylimidazo[1,2-a]pyridin-2-yl)phenyl]methyl}ethyl)-3-chloro-4-[(1-methylethyl)oxy]benzamide and N-[(1,1-dimethylethyl)oxy]carbonyl)-2-methylalanine provided the title product as a white solid. ESMS [M+H]+: 563.2. Reactants: [I-].C(=O)NC1=C(CCC2=[N+](C=CC=C2)C)C=C(C=C1)OC (2-(2-formamido-5-methoxyphenethyl)-1-methylpyridinium iodide), [I-].[N+](=O)([O-])C1=C(C=CC2=[N+](C=CC=C2)C)C=CC=C1 (2-(o-nitrostyryl)-1-methylpyridinium iodide). Yields the product C(=O)NC1=C(CCC2N(CCCC2)C)C=C(C=C1)OC (2-(2-formamido-5-methoxyphenethyl)-1methylpiperidine). RXN SMILES: [I-].[CH:2]([NH:4][C:5]1[CH:19]=[CH:18][C:17]([O:20][CH3:21])=[CH:16][C:6]=1[CH2:7][CH2:8][C:9]1[CH:14]=[CH:13][CH:12]=[CH:11][N+:10]=1[CH3:15])=[O:3].[I-].[N+](C1C=CC=CC=1C=CC1C=CC=C[N+]=1C)([O-])=O>>[CH:2]([NH:4][C:5]1[CH:19]=[CH:18][C:17]([O:20][CH3:21])=[CH:16][C:6]=1[CH2:7][CH2:8][CH:9]1[CH2:14][CH2:13][CH2:12][CH2:11][N:10]1[CH3:15])=[O:3] |f:0.1,2.3|. Procedure: Catalytic reduction of 2-(2-formamido-5-methoxyphenethyl)-1-methylpyridinium iodide as described in Example 1 for 2-(o-nitrostyryl)-1-methylpyridinium iodide provides 2-(2-formamido-5-methoxyphenethyl)-1methylpiperidine. This material is deformylated in 1N methanolic hydrogen chloride providing 2-(2-amino-5-methoxyphenethyl)-1-methylpiperidine. The reactants are C(=O)(OCC1C2=CC=CC=C2C2=CC=CC=C12)Cl (Fmoc-Cl), C(C1=CC=CC=C1)(=O)C(N(CCCC)CCCC)C(=O)O (Benzoyl di-n-butylglycine), Cl (hydrochloric acid), C([O-])(O)=O.[Na+] (sodium bicarbonate). The solvent is O1CCOCC1 (dioxane), O (water). Run at time 1 hour. The product is C(=O)(OCC1C2=CC=CC=C2C2=CC=CC=C12)C(N(CCCC)CCCC)C(=O)O (Fmoc di-n-butylglycine). As a reaction SMILES: C([CH:9]([C:19]([OH:21])=[O:20])[N:10]([CH2:15][CH2:16][CH2:17][CH3:18])[CH2:11][CH2:12][CH2:13][CH3:14])(=O)C1C=CC=CC=1.Cl.C(=O)(O)[O-].[Na+].[C:28](Cl)([O:30][CH2:31][CH:32]1[C:44]2[C:39](=[CH:40][CH:41]=[CH:42][CH:43]=2)[C:38]2[C:33]1=[CH:34][CH:35]=[CH:36][CH:37]=2)=[O:29]>O1CCOCC1.O>[C:28]([CH:9]([C:19]([OH:21])=[O:20])[N:10]([CH2:15][CH2:16][CH2:17][CH3:18])[CH2:11][CH2:12][CH2:13][CH3:14])([O:30][CH2:31][CH:32]1[C:44]2[C:39](=[CH:40][CH:41]=[CH:42][CH:43]=2)[C:38]2[C:33]1=[CH:34][CH:35]=[CH:36][CH:37]=2)=[O:29] |f:2.3|. Procedure details: 10 mmol of compound (80) is dissolved in 30 mL of dioxane, and 10 mL of 6N hydrochloric acid solution is added, and the solution is refluxed overnight. The reaction is cooled to room temperature, concentrated to dryness, redissolved in 30 mL of tetrahydrofuran, and 10 mL of water and 30 mmol of sodium bicarbonate is added, followed by 15 mmol of Fmoc-Cl. The biphasic solution is stirred for 1 hour, and the tetrahydrofuran removed under vacuum. The aqueous solution is extracted with 1×50 mL of di... Starting materials: CN1C(=O)N(C=2N=CN(C2C1=O)CC1=C(C=CC=C1)C#N)COCC[Si](C)(C)C (1-methyl-3-[(2-trimethylsilanyl-ethoxy)methyl]-7-(2-cyano-benzyl)-xanthine), ClN1C(CCC1=O)=O (N-chlorosuccinimide). Run in ClC(C)Cl (dichloroethane). The product is CN1C(=O)N(C=2N=C(N(C2C1=O)CC1=C(C=CC=C1)C#N)Cl)COCC[Si](C)(C)C (1-methyl-3-[(2-trimethylsilanyl-ethoxy)methyl]-7-(2-cyano-benzyl)-8-chloro-xanthine). As a reaction SMILES: [CH3:1][N:2]1[C:11](=[O:12])[C:10]2[N:9]([CH2:13][C:14]3[CH:19]=[CH:18][CH:17]=[CH:16][C:15]=3[C:20]#[N:21])[CH:8]=[N:7][C:6]=2[N:5]([CH2:22][O:23][CH2:24][CH2:25][Si:26]([CH3:29])([CH3:28])[CH3:27])[C:3]1=[O:4].[Cl:30]N1C(=O)CCC1=O>ClC(Cl)C>[CH3:1][N:2]1[C:11](=[O:12])[C:10]2[N:9]([CH2:13][C:14]3[CH:19]=[CH:18][CH:17]=[CH:16][C:15]=3[C:20]#[N:21])[C:8]([Cl:30])=[N:7][C:6]=2[N:5]([CH2:22][O:23][CH2:24][CH2:25][Si:26]([CH3:28])([CH3:27])[CH3:29])[C:3]1=[O:4]. Procedure: Prepared by chlorination of 1-methyl-3-[(2-trimethylsilanyl-ethoxy)methyl]-7-(2-cyano-benzyl)-xanthine with N-chlorosuccinimide in dichloroethane while refluxing.